describe an organic reaction: reactants, conditions, products, and yield From a dataset of the Open Reaction Database (ORD), a public repository of structured organic reaction records. Reactants: NC1=NNC2=C1C(N(C=C2Br)C2C(CCCC2)C)=O (3-amino-7-bromo-5-(2-methylcyclohexyl)-1,5-dihydro-4H-pyrazolo[4,3-c]pyridin-4-one), CC1(OB(OC1(C)C)B1OC(C(O1)(C)C)(C)C)C (4,4,4′,4′,5,5,5′,5′-octamethyl-2,2′-bi-1,3,2-dioxaborolane), (1,1′-bis(diphenylphosphino)ferrocene)dichloropalladium(II), C(C)(=O)[O-].[K+] (potassium acetate), IC1=NN(C=C1)C (3-iodo-1-methyl-1H-pyrazole), C([O-])([O-])=O.[Na+].[Na+] (sodium carbonate). Reagents/catalysts: C=1C=CC(=CC1)[P](C=2C=CC=CC2)(C=3C=CC=CC3)[Pd]([P](C=4C=CC=CC4)(C=5C=CC=CC5)C=6C=CC=CC6)([P](C=7C=CC=CC7)(C=8C=CC=CC8)C=9C=CC=CC9)[P](C=1C=CC=CC1)(C=1C=CC=CC1)C=1C=CC=CC1 (tetrakis(triphenylphosphine)palladium(0)). The solvent is CN(C=O)C (N,N-dimethylformamide), O (water). Run at temperature 110 celsius. The product is NC1=NNC2=C1C(N(C=C2C2=NN(C=C2)C)C2C(CCCC2)C)=O (3-amino-5-(2-methylcyclohexyl)-7-(1-methyl-1H-pyrazol-3-yl)-1,5-dihydro-4H-pyrazolo[4,3-c]pyridin-4-one). The yield is 25.4%. As a reaction SMILES: [NH2:1][C:2]1[C:6]2[C:7](=[O:19])[N:8]([CH:12]3[CH2:17][CH2:16][CH2:15][CH2:14][CH:13]3[CH3:18])[CH:9]=[C:10](Br)[C:5]=2[NH:4][N:3]=1.CC1(C)C(C)(C)OB(B2OC(C)(C)C(C)(C)O2)O1.C([O-])(=O)C.[K+].I[C:44]1[CH:48]=[CH:47][N:46]([CH3:49])[N:45]=1.C(=O)([O-])[O-].[Na+].[Na+]>C1C=CC([P]([Pd]([P](C2C=CC=CC=2)(C2C=CC=CC=2)C2C=CC=CC=2)([P](C2C=CC=CC=2)(C2C=CC=CC=2)C2C=CC=CC=2)[P](C2C=CC=CC=2)(C2C=CC=CC=2)C2C=CC=CC=2)(C2C=CC=CC=2)C2C=CC=CC=2)=CC=1.O.CN(C)C=O>[NH2:1][C:2]1[C:6]2[C:7](=[O:19])[N:8]([CH:12]3[CH2:17][CH2:16][CH2:15][CH2:14][CH:13]3[CH3:18])[CH:9]=[C:10]([C:44]3[CH:48]=[CH:47][N:46]([CH3:49])[N:45]=3)[C:5]=2[NH:4][N:3]=1 |f:2.3,5.6.7,^1:59,61,80,99|. Reported procedure: A mixture of 3-amino-7-bromo-5-(2-methylcyclohexyl)-1,5-dihydro-4H-pyrazolo[4,3-c]pyridin-4-one obtained in Step G (200 mg), 4,4,4′,4′,5,5,5′,5′-octamethyl-2,2′-bi-1,3,2-dioxaborolane (861 mg), (1,1′-bis(diphenylphosphino)ferrocene)dichloropalladium(II) (22.0 mg), potassium acetate (121 mg) and N,N-dimethylformamide (3.0 mL) was heated with microwave irradiation at 110° C. for 5 hr. The reaction mixture was cooled to room temperature, and 3-iodo-1-methyl-1H-pyrazole (384 mg), aqueous sodium carb...